Dataset: the Open Reaction Database (ORD), a public repository of structured organic reaction records. Task: describe an organic reaction: reactants, conditions, products, and yield The reactants are methylene-bis(4-phenylisocyanate), N(=C=O)CCOC(OCCN=C=O)=O (bis(2-isocyanato-ethyl)carbonate), N(=C=O)C1=C(CC=2OC=CC2)C(=CC=C1)N=C=O (2,6-diisocyanatobenzylfuran), N(=C=O)CC\C(=C(/C(=O)[O-])\CCN=C=O)\C(=O)[O-] (bis(2-isocyanato-ethyl)fumarate). Product: C1(=CC(=CC=C1)N=C=O)N=C=O (1,3-phenylene diisocyanate). Reaction SMILES: [N:1]([C:4]1[CH:15]=[CH:14][CH:13]=[C:12]([N:16]=[C:17]=[O:18])[C:5]=1CC1OC=CC=1)=[C:2]=[O:3].N(CC/C(/C([O-])=O)=C(/CCN=C=O)\C([O-])=O)=C=O.N(CCOC(=O)OCCN=C=O)=C=O>>[C:12]1([N:16]=[C:17]=[O:18])[CH:13]=[CH:14][CH:15]=[C:4]([N:1]=[C:2]=[O:3])[CH:5]=1. Reported procedure: methylene-bis(4-phenylisocyanate); 2,6-diisocyanatobenzylfuran; bis(2-isocyanato-ethyl)fumarate; bis(2-isocyanato-ethyl)carbonate; Starting materials: Brc1ccc(Oc2ccccn2)cc1, O=C([O-])[O-], CC(=O)[O-], CC(=O)[O-], COC(=O)c1sc(C#CC(C)(C)C)cc1N, Cc1ccccc1, CCOC(C)=O, [Cs+], [Cs+], [Pd+2]. The product is COC(=O)c1sc(C#CC(C)(C)C)cc1Nc1ccc(Oc2ccccn2)cc1. RXN SMILES: [Br:23][c:24]1[cH:25][cH:26][c:27]([O:28][c:29]2[n:30][cH:31][cH:32][cH:33][cH:34]2)[cH:35][cH:36]1.[C:17](=[O:18])([O-:19])[O-:20].[C:50]([O-:51])(=[O:52])[CH3:53].[C:55]([O-:56])(=[O:57])[CH3:58].[CH3:1][O:2][C:3](=[O:4])[c:5]1[s:6][c:7]([C:11]#[C:12][C:13]([CH3:14])([CH3:15])[CH3:16])[cH:8][c:9]1[NH2:10].[CH3:37][c:38]1[cH:39][cH:40][cH:41][cH:42][cH:43]1.[CH3:44][CH2:45][O:46][C:47](=[O:48])[CH3:49].[Cs+:21].[Cs+:22].[Pd+2:54]>>[CH3:1][O:2][C:3](=[O:4])[c:5]1[s:6][c:7]([C:11]#[C:12][C:13]([CH3:14])([CH3:15])[CH3:16])[cH:8][c:9]1[NH:10][c:24]1[cH:25][cH:26][c:27]([O:28][c:29]2[n:30][cH:31][cH:32][cH:33][cH:34]2)[cH:35][cH:36]1.